Dataset: the Open Reaction Database (ORD), a public repository of structured organic reaction records. Task: describe an organic reaction: reactants, conditions, products, and yield The reactants are C(=O)(OC)C=CCOC1=CC=C(C=C1)CC(C)NCC(C1=CC(=CC=C1)C(F)(F)F)O (N-[2-(4-(3-carbomethoxyprop-2-eneoxy)phenyl)-1-methylethyl]-2-hydroxy-2-(3-trifluoromethylphenyl)ethanamine), [H][H] (hydrogen). Reagents/catalysts: [Pd] (Pd/C). Solvent: C(C)O (ethanol). Product: C(=O)(OC)CCCOC1=CC=C(C=C1)CC(C)NCC(C1=CC(=CC=C1)C(F)(F)F)O (N-[2-(4-(3-carbomethoxypropoxy)phenyl)-1-methylethyl]-2-hydroxy-2-(3-trifluoromethylphenyl)ethanamine). As a reaction SMILES: [C:1]([CH:5]=[CH:6][CH2:7][O:8][C:9]1[CH:14]=[CH:13][C:12]([CH2:15][CH:16]([NH:18][CH2:19][CH:20]([OH:31])[C:21]2[CH:26]=[CH:25][CH:24]=[C:23]([C:27]([F:30])([F:29])[F:28])[CH:22]=2)[CH3:17])=[CH:11][CH:10]=1)([O:3][CH3:4])=[O:2].[H][H]>C(O)C.[Pd]>[C:1]([CH2:5][CH2:6][CH2:7][O:8][C:9]1[CH:14]=[CH:13][C:12]([CH2:15][CH:16]([NH:18][CH2:19][CH:20]([OH:31])[C:21]2[CH:26]=[CH:25][CH:24]=[C:23]([C:27]([F:28])([F:30])[F:29])[CH:22]=2)[CH3:17])=[CH:11][CH:10]=1)([O:3][CH3:4])=[O:2]. Reported procedure: To a solution of N-[2-(4-(3-carbomethoxyprop-2-eneoxy)phenyl)-1-methylethyl]-2-hydroxy-2-(3-trifluoromethylphenyl)ethanamine (1.5 g) in absolute ethanol (50 ml) was added 10% Pd/C (200 mg) and the mixture hydrogenated at ambient temperature and atmospheric pressure until hydrogen uptake had ceased,(approximately 30 minutes). The mixture was filtered and the ethanol evaporated to leave N-[2-(4-(3-carbomethoxypropoxy)phenyl)-1-methylethyl]-2-hydroxy-2-(3-trifluoromethylphenyl)ethanamine as a light... Starting materials: Cc1ccc(S(=O)(=O)OCC(O)(COS(=O)(=O)c2ccc(C)cc2)C(F)(F)F)cc1, ClCCl. Product: Cc1ccc(S(=O)(=O)OCC2(C(F)(F)F)CO2)cc1. RXN SMILES: [CH3:1][c:2]1[cH:3][cH:4][c:5]([S:6](=[O:8])(=[O:9])[O:11][CH2:12][C:13]([OH:7])([C:14]([F:15])([F:16])[F:17])[CH2:18][O:19][S:20](=[O:21])(=[O:22])[c:23]2[cH:24][cH:25][c:26]([CH3:29])[cH:27][cH:28]2)[cH:10][cH:30]1.[Cl:31][CH2:32][Cl:33]>>[O:11]1[CH2:12][C:13]1([C:14]([F:15])([F:16])[F:17])[CH2:18][O:19][S:20](=[O:21])(=[O:22])[c:23]1[cH:24][cH:25][c:26]([CH3:29])[cH:27][cH:28]1. Product: FC1=CC2=C(C(=NO2)C2CCN(CC2)CC[C@H](C)O)C=C1 ((S)-6-Fluoro-3-[1-(3-hydroxybutyl)-4-piperidinyl]-1,2-benzisoxazole). Isolated yield 67.2%. Solvent: C(C)#N (acetonitrile). Reactants: S(=O)(=O)([O-])C1=CC=C(C)C=C1 (tosylate), FC1=CC2=C(C(=NO2)C2CCNCC2)C=C1 (6-fluoro-3-(4-piperidinyl)-1,2-benzisoxazole), C([O-])([O-])=O.[K+].[K+] (potassium carbonate). As a reaction SMILES: S([C:5]1C=C[C:8](C)=[CH:7][CH:6]=1)([O-])(=O)=O.[F:12][C:13]1[CH:27]=[CH:26][C:16]2[C:17]([CH:20]3[CH2:25][CH2:24][NH:23][CH2:22][CH2:21]3)=[N:18][O:19][C:15]=2[CH:14]=1.C(=O)([O-])[O-:29].[K+].[K+]>C(#N)C>[F:12][C:13]1[CH:27]=[CH:26][C:16]2[C:17]([CH:20]3[CH2:21][CH2:22][N:23]([CH2:5][CH2:6][C@@H:7]([OH:29])[CH3:8])[CH2:24][CH2:25]3)=[N:18][O:19][C:15]=2[CH:14]=1 |f:2.3.4|. Procedure details: (S)-Hydroxybutyl rosylate was prepared in a manner described by Ferreira et al., Tetrahedron, 46, pp. 6311-6318, (1990). To a solution of the tosylate (6.8 g, 28.0 mmol) in acetonitrile (150 ml) was added 6-fluoro-3-(4-piperidinyl)-1,2-benzisoxazole (6.2 g, 28.0 mmol) followed by milled potassium carbonate (5.8 g, 42.0 mmol) at room temperature under nitrogen. The reaction mixture was warmed to reflux for 3 hours and allowed to cool to room temperature. The solids were removed via filtration thr... Reaction SMILES: [CH3:32][CH2:33][OH:34].[Cl:17][c:18]1[cH:19][c:20]([NH2:21])[cH:22][cH:23][c:24]1[S:25][c:26]1[n:27]([CH3:31])[cH:28][cH:29][n:30]1.[Cl:1][c:2]1[c:3]([C:15]#[N:16])[cH:4][n:5][c:6]2[cH:7][cH:8][c:9]([N+:12](=[O:13])[O-:14])[cH:10][c:11]12>>[c:2]1([NH:21][c:20]2[cH:19][c:18]([Cl:17])[c:24]([S:25][c:26]3[n:27]([CH3:31])[cH:28][cH:29][n:30]3)[cH:23][cH:22]2)[c:3]([C:15]#[N:16])[cH:4][n:5][c:6]2[cH:7][cH:8][c:9]([N+:12](=[O:13])[O-:14])[cH:10][c:11]12. Reactants: CCO, Cn1ccnc1Sc1ccc(N)cc1Cl, N#Cc1cnc2ccc([N+](=O)[O-])cc2c1Cl. The product is Cn1ccnc1Sc1ccc(Nc2c(C#N)cnc3ccc([N+](=O)[O-])cc23)cc1Cl.